Dataset: the Open Reaction Database (ORD), a public repository of structured organic reaction records. Task: describe an organic reaction: reactants, conditions, products, and yield The reactants are FC(S(=O)(=O)OCC(F)(F)F)(F)F (2,2,2-trifluoroethyl trifluoromethanesulfonate), FC(S(=O)(=O)OCC(F)(F)F)(F)F (2,2,2-trifluoroethyl trifluoromethanesulfonate), Cl.BrC1=CC=C(C=C1)C1CCNCC1 (4-(4-bromophenyl)piperidine hydrochloride), FC(S(=O)(=O)OCC(F)(F)F)(F)F (2,2,2-trifluoroethyl trifluoromethanesulfonate), C(C)(C)N(C(C)C)CC (N,N-diisopropylethyl amine). The solvent is C(C)#N (ACN). Reaction conditions: temperature 45 celsius, time 1 hour. Product: BrC1=CC=C(C=C1)C1CCN(CC1)CC(F)(F)F (4-(4-bromophenyl)-1-(2,2,2-trifluoroethyl)piperidine). RXN SMILES: Cl.[Br:2][C:3]1[CH:8]=[CH:7][C:6]([CH:9]2[CH2:14][CH2:13][NH:12][CH2:11][CH2:10]2)=[CH:5][CH:4]=1.FC(F)(F)S(O[CH2:21][C:22]([F:25])([F:24])[F:23])(=O)=O.C(N(CC)C(C)C)(C)C>C(#N)C>[Br:2][C:3]1[CH:8]=[CH:7][C:6]([CH:9]2[CH2:10][CH2:11][N:12]([CH2:21][C:22]([F:25])([F:24])[F:23])[CH2:13][CH2:14]2)=[CH:5][CH:4]=1 |f:0.1|. Procedure: To a mixture of 4-(4-bromophenyl)piperidine hydrochloride (5 g, 18.1 mmol) and 2,2,2-trifluoroethyl trifluoromethanesulfonate (4.62 g, 19.9 mmol) in ACN (250 mL) was added N,N-diisopropylethyl amine (11 mL, 63.2 mmol). The reaction mixture was heated at 45° C. for 50 min. 2,2,2-trifluoroethyl trifluoromethanesulfonate (0.46 g, 2.0 mmol) was added and heating continued for 1 h. Another 0.46 g of 2,2,2-trifluoroethyl trifluoromethanesulfonate (2.0 mmol) was added and heating continued for 1 h. The...